From a dataset of the Open Reaction Database (ORD), a public repository of structured organic reaction records. describe an organic reaction: reactants, conditions, products, and yield Reactants: C(C=CC)N(C(OCC)=O)CC(OC)OC (ethyl N-(but-2-enyl)-N-(2,2-dimethoxyethyl)-carbamate), ice. Run in C(=O)O (formic acid). The product is C(C=CC)N(C(OCC)=O)CC=O (Ethyl N-(but-2-enyl)-N-(2-oxoethyl)-carbamate). Reaction SMILES: [CH2:1]([N:5]([CH2:11][CH:12](OC)[O:13]C)[C:6](=[O:10])[O:7][CH2:8][CH3:9])[CH:2]=[CH:3][CH3:4]>C(O)=O>[CH2:1]([N:5]([CH2:11][CH:12]=[O:13])[C:6](=[O:10])[O:7][CH2:8][CH3:9])[CH:2]=[CH:3][CH3:4]. Reported procedure: 90 g (0.39 mol) of ethyl N-(but-2-enyl)-N-(2,2-dimethoxyethyl)-carbamate are heated under reflux with 200 ml of formic acid for one hour. The mixture is poured onto 500 g of ice and extracted with methylene chloride, the organic phases are washed with sodium bicarbonate solution, dried over magnesium sulphate and concentrated and the residue is distilled. Reactants: Cl (hydrochloric acid), C(C)OC(=O)C=1C=C2CC(C(NC2=CC1)C1=CC(=CC=C1)C(NC1=CC=CC=C1)=O)(C)C (3,3-dimethyl-2-(3-phenylcarbamoyl-phenyl)-1,2,3,4-tetrahydro-quinoline-6-carboxylic acid ethyl ester). Run in CO (methanol), O1CCCC1 (tetrahydrofuran), [OH-].[Na+] (sodium hydroxide), O (water). Conditions: temperature 45 celsius, time 48 hour. Yields the product CC1(C(NC2=CC=C(C=C2C1)C(=O)O)C1=CC(=CC=C1)C(NC1=CC=CC=C1)=O)C (3,3-dimethyl-2-(3-phenylcarbamoyl-phenyl)-1,2,3,4-tetrahydro-quinoline-6-carboxylic acid). The yield is 46.7%. As a reaction SMILES: C([O:3][C:4]([C:6]1[CH:7]=[C:8]2[C:13](=[CH:14][CH:15]=1)[NH:12][CH:11]([C:16]1[CH:21]=[CH:20][CH:19]=[C:18]([C:22](=[O:30])[NH:23][C:24]3[CH:29]=[CH:28][CH:27]=[CH:26][CH:25]=3)[CH:17]=1)[C:10]([CH3:32])([CH3:31])[CH2:9]2)=[O:5])C.Cl>CO.O1CCCC1.[OH-].[Na+].O>[CH3:31][C:10]1([CH3:32])[CH2:9][C:8]2[C:13](=[CH:14][CH:15]=[C:6]([C:4]([OH:5])=[O:3])[CH:7]=2)[NH:12][CH:11]1[C:16]1[CH:21]=[CH:20][CH:19]=[C:18]([C:22](=[O:30])[NH:23][C:24]2[CH:25]=[CH:26][CH:27]=[CH:28][CH:29]=2)[CH:17]=1 |f:4.5|. Procedure details: A mixture of 3,3-dimethyl-2-(3-phenylcarbamoyl-phenyl)-1,2,3,4-tetrahydro-quinoline-6-carboxylic acid ethyl ester (0.8 g, 1.87 mmol) in methanol (15 mL) and tetrahydrofuran (20 mL), 30% sodium hydroxide in water (10 mL) was stirred at 45° C. for 48 h. The mixture was neutralized with a 3 N aqueous hydrochloric acid solution and extracted with ethyl acetate (2×100 mL), washed with water, dried over anhydrous sodium sulfate and then concentrated in vacuo. Purification by Waters automated flash sys... Reactants: compound 139, Cl.ClC=1C=C(C=2N(C1)C(=C(N2)C2=CC=C(C=C2)C)CCl)Cl (6,8-dichloro-3-(chloromethyl)-2-p-tolylimidazo[1,2-a]pyridine hydrochloride), N1C(=NC=C1)N (1H-imidazol-2-amine). The product is ClC=1C=C(C=2N(C1)C(=C(N2)C2=CC=C(C=C2)C)CNC=2NC=CN2)Cl ((6,8-Dichloro-2-p-tolyl-imidazo[1,2-a]pyridin-3-ylmethyl)-(1H-imidazol-2-yl)-amine). As a reaction SMILES: Cl.[Cl:2][C:3]1[CH:4]=[C:5]([Cl:21])[C:6]2[N:7]([C:9]([CH2:19]Cl)=[C:10]([C:12]3[CH:17]=[CH:16][C:15]([CH3:18])=[CH:14][CH:13]=3)[N:11]=2)[CH:8]=1.[NH:22]1[CH:26]=[CH:25][N:24]=[C:23]1[NH2:27]>>[Cl:2][C:3]1[CH:4]=[C:5]([Cl:21])[C:6]2[N:7]([C:9]([CH2:19][NH:27][C:23]3[NH:22][CH:26]=[CH:25][N:24]=3)=[C:10]([C:12]3[CH:17]=[CH:16][C:15]([CH3:18])=[CH:14][CH:13]=3)[N:11]=2)[CH:8]=1 |f:0.1|. Reported procedure: The title compound was prepared according to Method A and the experimentals described for compound 139 from 6,8-dichloro-3-(chloromethyl)-2-p-tolylimidazo[1,2-a]pyridine hydrochloride and 1H-imidazol-2-amine. m/e+ 372 for C18H16Cl2N5 [M+H]+; 1H-NMR (300 MHz, CDCl3) δ 8.10 (s, 1H), 7.27 (m, 4H), 6.92 (d, J=6.6 Hz, 2H), 6.76 (s, 2H), 4.67 (s, 2H), 4.50 (bs, 1H), 2.31 (s, 3H) ppm. Starting materials: C1(CC1)C(\C=C(/SC)\NC=1C=CC(=C(C1)C=1C(N(C2=CC(=NC=C2C1)C)C)=O)C)=O ((Z)-3-(5-(3-cyclopropyl-1-(methylthio)-3-oxoprop-1-enylamino)-2-methylphenyl)-1,7-dimethyl-1,6-naphthyridin-2(1H)-one), Cl.NO (hydroxylamine hydrochloride). Run in CN(C)C=O (DMF). Reaction conditions: temperature 100 celsius. The product is C1(CC1)C1=CC(=NO1)NC=1C=CC(=C(C1)C=1C(N(C2=CC(=NC=C2C1)C)C)=O)C (3-(5-(5-cyclopropylisoxazol-3-ylamino)-2-methylphenyl)-1,7-dimethyl-1,6-naphthyridin-2(1H)-one). As a reaction SMILES: [CH:1]1([C:4](=[O:30])/[CH:5]=[C:6](/[NH:9][C:10]2[CH:11]=[CH:12][C:13]([CH3:29])=[C:14]([C:16]3[C:17](=[O:28])[N:18]([CH3:27])[C:19]4[C:24]([CH:25]=3)=[CH:23][N:22]=[C:21]([CH3:26])[CH:20]=4)[CH:15]=2)\SC)[CH2:3][CH2:2]1.Cl.[NH2:32]O>CN(C=O)C>[CH:1]1([C:4]2[O:30][N:32]=[C:6]([NH:9][C:10]3[CH:11]=[CH:12][C:13]([CH3:29])=[C:14]([C:16]4[C:17](=[O:28])[N:18]([CH3:27])[C:19]5[C:24]([CH:25]=4)=[CH:23][N:22]=[C:21]([CH3:26])[CH:20]=5)[CH:15]=3)[CH:5]=2)[CH2:3][CH2:2]1 |f:1.2|. Procedure: To the above crude mixture of (Z)-3-(5-(3-cyclopropyl-1-(methylthio)-3-oxoprop-1-enylamino)-2-methylphenyl)-1,7-dimethyl-1,6-naphthyridin-2(1H)-one 31 were added hydroxylamine hydrochloride (174 mg, 2.4 mmol) and DMF (2 mL). The resulting mixture was heated at 100° C. for 30 min. The mixture was purified by preparative LC/MS to give 3-(5-(5-cyclopropylisoxazol-3-ylamino)-2-methylphenyl)-1,7-dimethyl-1,6-naphthyridin-2(1H)-one (D4). 1H NMR (400 MHz, d6-DMSO) δ 9.21 (s, 1H), 9.13 (s, 1H), 8.10 (s,... Solvent: O (Water). Procedure: An N,N-dimethylformamide (40 ml) solution of 2-benzyl-aminoethanol (3 g), tert-butyldimethylsilyl chloride (3.6 g), and imidazole (3.4 g) was stirred at room temperature for 1 hour in a stream of argon air. Water (300 ml) was added to the reaction solution, and the solution was extracted with ethyl acetate. The organic phase was washed with water and saturated brine, dried over sodium sulfate, and filtered. The filtrate was concentrated under reduced pressure, and the resulting residue was dried... As a reaction SMILES: CN(C)C=[O:4].[CH2:6](CC(N)O)[C:7]1[CH:12]=[CH:11][CH:10]=[CH:9][CH:8]=1.[Si:17](Cl)([C:20]([CH3:23])([CH3:22])[CH3:21])([CH3:19])[CH3:18].N1[CH:29]=[CH:28][N:27]=C1>O>[CH2:6]([NH:27][CH2:28][CH2:29][O:4][Si:17]([C:20]([CH3:23])([CH3:22])[CH3:21])([CH3:19])[CH3:18])[C:7]1[CH:8]=[CH:9][CH:10]=[CH:11][CH:12]=1. The product is C(C1=CC=CC=C1)NCCO[Si](C)(C)C(C)(C)C (N-benzyl-N-(2-tert-butyldimethylsilyloxyethyl)amine). Starting materials: CN(C=O)C (N,N-dimethylformamide), C(C1=CC=CC=C1)CC(O)N (2-benzyl-aminoethanol), [Si](C)(C)(C(C)(C)C)Cl (tert-butyldimethylsilyl chloride), N1C=NC=C1 (imidazole). Procedure: A mixture, obtained by adding ice-cooled dry DMF(0.53 ml, 6.48 mmol) and then thionyl chloride (0.499 ml, 6.84 mmol) to dry benzene (1.5 ml,, was allowed to warm up to room temperature and to react for 10 minutes upon which the mixture separated into two layers. The lower layer was added dropwise to dipotassium salt of 1H-tetrazole-5-carboxylic acid (867 mg, 4.56 mmol) suspended in dry acetonitrile (15 ml) under ice-cooling. The mixture was allowed to react for 15 minutes. After adding dropwise ... Run in O (water), C(C)#N (acetonitrile), N1=CC=CC=C1 (pyridine), C1=CC=CC=C1 (benzene), C(C)#N (acetonitrile). The reactants are CN(C)C=O (DMF), CC1=CC=C(C=C1)C=1SC=C(N1)N (2-(4-methylphenyl)-4-thiazolamine), S(=O)(Cl)Cl (thionyl chloride), dipotassium, N1N=NN=C1C(=O)O (1H-tetrazole-5-carboxylic acid), Cl (HCl). Product: CC1=CC=C(C=C1)C=1SC=C(N1)NC(=O)C1=NN=NN1 (N-(2-(4-methylphenyl)-4-thiazolyl)-1H-tetrazole-5-carboxamide). RXN SMILES: CN(C=O)C.S(Cl)(Cl)=O.[NH:10]1[C:14]([C:15]([OH:17])=O)=[N:13][N:12]=[N:11]1.[CH3:18][C:19]1[CH:24]=[CH:23][C:22]([C:25]2[S:26][CH:27]=[C:28]([NH2:30])[N:29]=2)=[CH:21][CH:20]=1.Cl>C(#N)C.N1C=CC=CC=1.O.C1C=CC=CC=1>[CH3:18][C:19]1[CH:20]=[CH:21][C:22]([C:25]2[S:26][CH:27]=[C:28]([NH:30][C:15]([C:14]3[NH:13][N:12]=[N:11][N:10]=3)=[O:17])[N:29]=2)=[CH:23][CH:24]=1. The yield is 51.9%. Starting materials: NC1=C(C=CC(=C1)C)SC1=CC=C(C=C1)O (4-(2-Amino-4-methyl-phenylsulfanyl)-phenol), ClC1=C2C=CC(=NC2=NC=C1)CC (5-Chloro-2-ethyl-[1,8]naphthyridine). The product is C(C)C1=CC=C2C(=CC=NC2=N1)NC1=C(C=CC(=C1)C)SC1=CC=C(C=C1)O (4-[2-(7-Ethyl-[1,8]naphthyridin-4-ylamino)-4-methyl-phenylsulfanyl]-phenol), hydrochloride salt. Reaction SMILES: [NH2:1][C:2]1[CH:7]=[C:6]([CH3:8])[CH:5]=[CH:4][C:3]=1[S:9][C:10]1[CH:15]=[CH:14][C:13]([OH:16])=[CH:12][CH:11]=1.Cl[C:18]1[CH:27]=[CH:26][N:25]=[C:24]2[C:19]=1[CH:20]=[CH:21][C:22]([CH2:28][CH3:29])=[N:23]2>>[CH2:28]([C:22]1[N:23]=[C:24]2[C:19]([C:18]([NH:1][C:2]3[CH:7]=[C:6]([CH3:8])[CH:5]=[CH:4][C:3]=3[S:9][C:10]3[CH:15]=[CH:14][C:13]([OH:16])=[CH:12][CH:11]=3)=[CH:27][CH:26]=[N:25]2)=[CH:20][CH:21]=1)[CH3:29]. Procedure details: The product from Example 9c (131 mg, 0.530 mmol) was reacted with the product from Example 8f (97 mg, 0.503 mmol) for 21 h following the procedure from Example 7g giving the title compound as a hydrochloride salt which was triturated with 5:1 ether/THF giving (210 mg, 98%). 1H NMR (300 MHz, DMSO-d6) δ ppm: 1.37 (t, J=7.35 Hz, 3 H) 2.33 (s, 3 H) 3.05 (q, J=7.35 Hz, 2 H) 6.29 (d, J=6.99 Hz, 1 H) 6.74 (d, J=8.46 Hz, 2 H) 7.00 (m, 1 H) 7.17-7.29 (m, 4 H) 7.84 (d, J=8.83 Hz, 1 H) 8.43 (d, J=6.98 Hz, ... Reactants: [N+](=O)([O-])/C=C/C1=CC=C(OCC2=NC=CC=C2)C=C1 (2-(4-((E)-nitro-vinyl)-phenoxymethyl)-pyridine), CS(=O)C (dimethyl sulfoxide), [BH4-].[Na+] (sodium borohydride). Run in C(C)(=O)O (acetic acid). Conditions: time 5 hour. The product is [N+](=O)([O-])CCC1=CC=C(OCC2=NC=CC=C2)C=C1 (2-(4-(2-Nitro-ethyl)-phenoxymethyl)-pyridine). The yield is 20.0%. RXN SMILES: [N+:1](/[CH:4]=[CH:5]/[C:6]1[CH:19]=[CH:18][C:9]([O:10][CH2:11][C:12]2[CH:17]=[CH:16][CH:15]=[CH:14][N:13]=2)=[CH:8][CH:7]=1)([O-:3])=[O:2].CS(C)=O.[BH4-].[Na+]>C(O)(=O)C>[N+:1]([CH2:4][CH2:5][C:6]1[CH:19]=[CH:18][C:9]([O:10][CH2:11][C:12]2[CH:17]=[CH:16][CH:15]=[CH:14][N:13]=2)=[CH:8][CH:7]=1)([O-:3])=[O:2] |f:2.3|. Procedure: To a solution of 2-(4-((E)-nitro-vinyl)-phenoxymethyl)-pyridine (33.9 g, 132 mmol) described in Manufacturing Example 203-1-2 in acetic acid (34 mL) and dimethyl sulfoxide (576 mL) was added sodium borohydride (7.99 g, 211 mmol) at room temperature while cooling appropriately. This mixture was stirred for 5 hours at room temperature. This mixture was partitioned into ethyl acetate and water. The organic layer was separated, washed with water, dried over anhydrous magnesium sulfate, and filtered....